This data is from the Open Reaction Database (ORD), a public repository of structured organic reaction records. The task is: describe an organic reaction: reactants, conditions, products, and yield Reported procedure: A 1 M-solution of tetra-n-butylammonium fluoride in tetrahydrofuran (12 ml.) was added to a solution of 2-{trans-2-[2-(trimethylsilyl)ethoxycarbonylamino]-cyclopropylthio}-3-phenylquinoline (3.5 g.) in dry acetonitrile (35 ml.), and the mixture was stirred at 50° under argon for 5 hr. The mixture was cooled, the solvent was evaporated, and the residual oil was partitioned between ethyl acetate (70 ml.) and water (35 ml.). The mixture was separated and the organic phase was washed with water (2×3... Conditions: time 5 hour. RXN SMILES: [F-].C([N+](CCCC)(CCCC)CCCC)CCC.C[Si](C)(C)CCOC([NH:26][C@@H:27]1[CH2:29][C@H:28]1[S:30][C:31]1[C:40]([C:41]2[CH:46]=[CH:45][CH:44]=[CH:43][CH:42]=2)=[CH:39][C:38]2[C:33](=[CH:34][CH:35]=[CH:36][CH:37]=2)[N:32]=1)=O>O1CCCC1.C(#N)C>[NH2:26][C@@H:27]1[CH2:29][C@H:28]1[S:30][C:31]1[C:40]([C:41]2[CH:46]=[CH:45][CH:44]=[CH:43][CH:42]=2)=[CH:39][C:38]2[C:33](=[CH:34][CH:35]=[CH:36][CH:37]=2)[N:32]=1 |f:0.1|. Starting materials: [F-].C(CCC)[N+](CCCC)(CCCC)CCCC (tetra-n-butylammonium fluoride), C[Si](CCOC(=O)N[C@H]1[C@@H](C1)SC1=NC2=CC=CC=C2C=C1C1=CC=CC=C1)(C)C (2-{trans-2-[2-(trimethylsilyl)ethoxycarbonylamino]-cyclopropylthio}-3-phenylquinoline). Run in O1CCCC1 (tetrahydrofuran), C(C)#N (acetonitrile). Product: N[C@H]1[C@@H](C1)SC1=NC2=CC=CC=C2C=C1C1=CC=CC=C1 (2-(trans-2-aminocyclopropylthio)-3-phenylquinoline). Reactants: C=1C=CC2=C(C1)N=NN2O (HOBt), CCN=C=NCCCN(C)C.Cl (WSCI hydrochloride), NCCC1=CNC2=CC=CC=C12 (tryptamine), C(=O)(OCC1C2=CC=CC=C2C2=CC=CC=C12)N[C@@H](CCCNC(=O)OCC1=CC=CC=C1)C(=O)O (Nα-Fmoc-Nδ-Cbz-L-ornithine). Solvent: CN(C)C=O (DMF). Run at time 16 hour. Product: N1C=C(C2=CC=CC=C12)CCNC([C@@H](NC(=O)OCC1C2=CC=CC=C2C2=CC=CC=C12)CCCNC(=O)OCC1=CC=CC=C1)=O (Nα-Fmoc-Nδ-Cbz-L-ornithine 2-(3-indolyl)ethylamide). Reaction SMILES: [C:1]([NH:18][C@H:19]([C:34](O)=[O:35])[CH2:20][CH2:21][CH2:22][NH:23][C:24]([O:26][CH2:27][C:28]1[CH:33]=[CH:32][CH:31]=[CH:30][CH:29]=1)=[O:25])([O:3][CH2:4][CH:5]1[C:17]2[C:12](=[CH:13][CH:14]=[CH:15][CH:16]=2)[C:11]2[C:6]1=[CH:7][CH:8]=[CH:9][CH:10]=2)=[O:2].C1C=CC2N(O)N=NC=2C=1.CCN=C=NCCCN(C)C.Cl.[NH2:59][CH2:60][CH2:61][C:62]1[C:70]2[C:65](=[CH:66][CH:67]=[CH:68][CH:69]=2)[NH:64][CH:63]=1>CN(C=O)C>[NH:64]1[C:65]2[C:70](=[CH:69][CH:68]=[CH:67][CH:66]=2)[C:62]([CH2:61][CH2:60][NH:59][C:34](=[O:35])[C@H:19]([CH2:20][CH2:21][CH2:22][NH:23][C:24]([O:26][CH2:27][C:28]2[CH:33]=[CH:32][CH:31]=[CH:30][CH:29]=2)=[O:25])[NH:18][C:1]([O:3][CH2:4][CH:5]2[C:6]3[C:11](=[CH:10][CH:9]=[CH:8][CH:7]=3)[C:12]3[C:17]2=[CH:16][CH:15]=[CH:14][CH:13]=3)=[O:2])=[CH:63]1 |f:2.3|. Procedure: Commercially available Nα-Fmoc-Nδ-Cbz-L-ornithine (528.0 mg) was dissolved in DMF (10.6 ml), and HOBt (235 mg), WSCI hydrochloride (334 mg), and tryptamine (0.165 ml) were added to the solution. The mixture was stirred for 16 hours at room temperature. After the reaction, the solvent was removed by distillation. The residue was dissolved in chloroform and extracted with 1 mol/l aqueous solution of hydrochloric acid. The organic layer was washed with a saturated aqueous solution of sodium bicarbo... Solvent: CN(C)C=O (DMF). Product: C(C1=CC=CC=C1)N1C(=C2NC=3C=CC=CC3C(C2=C1)=O)C=1C=CC2=C(CCO2)C1 (2-Benzyl-3-(2,3-dihydro-benzofuran-5-yl)-2,4-dihydro-pyrrolo[3,4-b]quinolin-9-one). The reactants are O1COC2=C1C=CC(=C2)C2N(CC13C2(NC=2C=CC=CC2C1=O)O3)CC3=CC=CC=C3 (3-(1,3-benzodioxol-5-yl)-2,3-dihydro-2-(phenylmethyl)-3a,9a-epoxy-1H-pyrrolo[3,4-b]quinolin-9-(4H)-one), C(Cl)Cl (CH2Cl2). Procedure: The title compound was prepared by stirring 3-(1,3-benzodioxol-5-yl)-2,3-dihydro-2-(phenylmethyl)-3a,9a-epoxy-1H-pyrrolo[3,4-b]quinolin-9-(4H)-one, prepared as in Example 1, with HCl (2 drops of 1N aqueous solution) in a mixture of CH2Cl2 and DMF (4:1) for 72 hours at room temperature. The reagents and catalysts are Cl (HCl). As a reaction SMILES: [O:1]1[C:5]2[CH:6]=[CH:7][C:8]([CH:10]3[C:14]45O[C:13]4([C:22](=[O:23])[C:21]4[CH:20]=[CH:19][CH:18]=[CH:17][C:16]=4[NH:15]5)[CH2:12][N:11]3[CH2:25][C:26]3[CH:31]=[CH:30][CH:29]=[CH:28][CH:27]=3)=[CH:9][C:4]=2O[CH2:2]1.[CH2:32](Cl)Cl>Cl.CN(C=O)C>[CH2:25]([N:11]1[CH:12]=[C:13]2[C:14]([NH:15][C:16]3[CH:17]=[CH:18][CH:19]=[CH:20][C:21]=3[C:22]2=[O:23])=[C:10]1[C:8]1[CH:7]=[CH:6][C:5]2[O:1][CH2:2][CH2:32][C:4]=2[CH:9]=1)[C:26]1[CH:27]=[CH:28][CH:29]=[CH:30][CH:31]=1.